This data is from the Open Reaction Database (ORD), a public repository of structured organic reaction records. The task is: describe an organic reaction: reactants, conditions, products, and yield Reactants: N1C=C(C2=CC=CC=C12)C=O (1H-indole-3-carboxaldehyde), ClC1=CC=C(C=C1)S(=O)(=O)Cl (4-chlorophenylsulfonyl chloride), C(C)(C)N(CC)C(C)C (diisopropylethylamine), C(O)([O-])=O.[Na+] (sodium hydrogencarbonate). Solvent: C(Cl)Cl (methylene chloride). Run at time 8 hour. Yields the product ClC1=CC=C(C=C1)S(=O)(=O)N1C=C(C2=CC=CC=C12)C=O (1-(4-chlorophenylsulfonyl)-1H-indole-3-carboxaldehyde). Isolated yield 89.9%. As a reaction SMILES: [NH:1]1[C:9]2[C:4](=[CH:5][CH:6]=[CH:7][CH:8]=2)[C:3]([CH:10]=[O:11])=[CH:2]1.[Cl:12][C:13]1[CH:18]=[CH:17][C:16]([S:19](Cl)(=[O:21])=[O:20])=[CH:15][CH:14]=1.C(N(C(C)C)CC)(C)C.C(=O)([O-])O.[Na+]>C(Cl)Cl>[Cl:12][C:13]1[CH:18]=[CH:17][C:16]([S:19]([N:1]2[C:9]3[C:4](=[CH:5][CH:6]=[CH:7][CH:8]=3)[C:3]([CH:10]=[O:11])=[CH:2]2)(=[O:21])=[O:20])=[CH:15][CH:14]=1 |f:3.4|. Procedure: A solution of 1H-indole-3-carboxaldehyde (0.290 g, 2.00 mmol) in methylene chloride (4 mL) was added with 4-chlorophenylsulfonyl chloride (0.507 g, 2.40 mmol) and diisopropylethylamine (0.310 g, 2.40 mmol), and the mixture was stirred overnight at room temperature. The reaction mixture was added with saturated aqueous sodium hydrogencarbonate to terminate the reaction, and then extracted three times with methylene chloride. The organic layer was dried over anhydrous magnesium sulfate, then the s... Starting materials: C[Si](OCCN(C1=CC=C(C=C1)C#C[Si](C)(C)C)CC)(C)C (4-[(2-trimethylsiloxyethyl)ethylamino]trimethylsilylethynyl-benzene), [F-].C(CCC)[N+](CCCC)(CCCC)CCCC (tetrabutylammonium fluoride), C(C)OCC (Ethyl ether). Run in CO.C1CCOC1 (methanol THF), C1CCOC1 (THF). Conditions: time 1 hour. The product is OCCN(CC)C#CC1=CC=CC=C1 (4-[(2-Hydroxyethyl)-ethylamino]ethynylbenzene). The yield is 88.0%. RXN SMILES: C[Si](C)(C)OCCN(CC)[C:7]1[CH:12]=[CH:11][C:10]([C:13]#[C:14][Si](C)(C)C)=[CH:9][CH:8]=1.[F-].[CH2:24]([N+:28](CCCC)(CCCC)[CH2:29][CH2:30]CC)[CH2:25]CC.C([O:43]CC)C>CO.C1COCC1.C1COCC1>[OH:43][CH2:25][CH2:24][N:28]([C:14]#[C:13][C:10]1[CH:9]=[CH:8][CH:7]=[CH:12][CH:11]=1)[CH2:29][CH3:30] |f:1.2,4.5|. Procedure: To a solution of 5.0 g, that is 15 mmole of 4-[(2-trimethylsiloxyethyl)ethylamino]trimethylsilylethynyl-benzene, prepared in the previous step, dissolved in 60 mL of methanol-THF (1:1) mixture, 33 ml, that is 33 mmole, of 1M tetrabutylammonium fluoride in THF, from Aldrich Chemical Co. was added dropwise. The solution was stirred at room temperature for 1 hour. Ethyl ether was added and the mixture was extracted with water. The organic layer was separated, dried over anhydrous sodium sulfate and... Starting materials: FC(C(=O)C1=C(C=C2C=CC=CN12)C(=O)OC)(F)F (3-Trifluoroacetyl-2-carbomethoxyindolizine), NN (hydrazine). The solvent is C(C)O (ethanol). Product: FC(C1=NNC(C=2C=C3C=CC=CN3C21)=O)(F)F (4-trifluoromethylpyridazino[4,5-b]indolizin-1-one). The yield is 79.0%. RXN SMILES: [F:1][C:2]([F:19])([F:18])[C:3]([C:5]1[N:13]2[C:8]([CH:9]=[CH:10][CH:11]=[CH:12]2)=[CH:7][C:6]=1[C:14](OC)=[O:15])=O.[NH2:20][NH2:21]>C(O)C>[F:1][C:2]([F:19])([F:18])[C:3]1[C:5]2[N:13]3[C:8]([CH:9]=[CH:10][CH:11]=[CH:12]3)=[CH:7][C:6]=2[C:14](=[O:15])[NH:21][N:20]=1. Procedure: A mixture of (I) (3.60 g, 13.3 mmol) and excess 85% aqueous hydrazine in ethanol (250 mL) was heated under reflux for 10 minutes (a precipitate formed). After cooling in a freezer overnight, the solid was collected by filtration and dried to give 4-trifluoromethylpyridazino[4,5-b]indolizin-1-one (II, 2.65 g, 79%) The reactants are [OH-].[Na+] (NaOH), N1(CCCCC1)CCCl (2-piperidinoethylchloride), OC=1C=CC=2C(C3=CC=C(C=C3OC2C1)O)=O (3,6-dihydroxyxanthen-9-one), C[O-].[Na+] (sodium methoxide). The solvent is O (water), ClC1=CC=CC=C1 (chlorobenzene), C(Cl)(Cl)Cl (chloroform), C(C)O (ethanol), CO (methanol). Conditions: time 0.5 hour. The product is N1(CCCCC1)CCOC=1C=CC=2C(C3=CC=C(C=C3OC2C1)OCCN1CCCCC1)=O (3,6-bis(2-piperidinoethoxy)xanthone). Reaction SMILES: O[C:2]1[CH:3]=[CH:4][C:5]2[C:6](=[O:17])[C:7]3[C:12](O[C:14]=2[CH:15]=1)=[CH:11][C:10]([OH:16])=[CH:9][CH:8]=3.[CH3:18][O-:19].[Na+].[N:21]1([CH2:27][CH2:28]Cl)[CH2:26][CH2:25][CH2:24][CH2:23][CH2:22]1.[OH-:30].[Na+]>C(O)C.C(Cl)(Cl)Cl.O.ClC1C=CC=CC=1.CO>[N:21]1([CH2:27][CH2:18][O:19][C:2]2[CH:3]=[CH:4][C:5]3[C:6](=[O:17])[C:7]4[C:12]([O:30][C:14]=3[CH:15]=2)=[CH:11][C:10]([O:16][CH2:28][CH2:27][N:21]2[CH2:26][CH2:25][CH2:24][CH2:23][CH2:22]2)=[CH:9][CH:8]=4)[CH2:26][CH2:25][CH2:24][CH2:23][CH2:22]1 |f:1.2,4.5|. Procedure: To 54.5 g (0.239 mole) of 3,6-dihydroxyxanthen-9-one is added 240 ml of methanol and 29.0 g (0.717 mole) of sodium methoxide with stirring after which 700 ml of chlorobenzene is added. Methanol is distilled off until the reaction temperature reaches 130° C. After cooling the reaction mixture to less than about 100° C., 74.5 g (0.5 mole) of 2-piperidinoethylchloride is added and the reaction mixture refluxed for 41/2 hours followed by the addition of 600 ml of water and 20 ml of 50% NaOH with sti... Procedure: A solution of {4′-[4-(1,1-dioxo-1lambda*6*-thiomorpholin-4-ylmethyl)-phenylcarbamoyl]-6-methyl-biphenyl-3-yl}-carbamic acid tert-butyl ester (685 mg) in ethanol (25 ml) and 6M HCl (25 ml) was stirred at 20 C for 18 h. The mixture was then basified and the ethanol evaporated. The colourless solid thus formed was collected by filtration and dried (434 mg). Run in C(C)O (ethanol), Cl (HCl). Yields the product O=S1(CCN(CC1)CC1=CC=C(C=C1)NC(=O)C1=CC=C(C=C1)C1=C(C=CC(=C1)N)C)=O (5′-Amino-2′-methyl-biphenyl-4-carboxylic acid [4-(1,1-dioxo-1 lambda*6*-thiomorpholin-4-ylmethyl)-phenyl]-amide). Reactants: C(C)(C)(C)OC(NC=1C=C(C(=CC1)C)C1=CC=C(C=C1)C(NC1=CC=C(C=C1)CN1CCS(CC1)(=O)=O)=O)=O ({4′-[4-(1,1-dioxo-1lambda*6*-thiomorpholin-4-ylmethyl)-phenylcarbamoyl]-6-methyl-biphenyl-3-yl}-carbamic acid tert-butyl ester). As a reaction SMILES: C(OC(=O)[NH:7][C:8]1[CH:9]=[C:10]([C:15]2[CH:20]=[CH:19][C:18]([C:21](=[O:38])[NH:22][C:23]3[CH:28]=[CH:27][C:26]([CH2:29][N:30]4[CH2:35][CH2:34][S:33](=[O:37])(=[O:36])[CH2:32][CH2:31]4)=[CH:25][CH:24]=3)=[CH:17][CH:16]=2)[C:11]([CH3:14])=[CH:12][CH:13]=1)(C)(C)C>C(O)C.Cl>[O:37]=[S:33]1(=[O:36])[CH2:34][CH2:35][N:30]([CH2:29][C:26]2[CH:27]=[CH:28][C:23]([NH:22][C:21]([C:18]3[CH:19]=[CH:20][C:15]([C:10]4[CH:9]=[C:8]([NH2:7])[CH:13]=[CH:12][C:11]=4[CH3:14])=[CH:16][CH:17]=3)=[O:38])=[CH:24][CH:25]=2)[CH2:31][CH2:32]1.